From a dataset of the Open Reaction Database (ORD), a public repository of structured organic reaction records. describe an organic reaction: reactants, conditions, products, and yield Reactants: Cl (hydrogen chloride), C(C)(C)N(C(C)C)CC (N,N-di-isopropylethylamine), ClC=1C=C(C(=O)Cl)C=CC1 (3-chlorobenzoyl chloride), FC(C(=O)O)(F)F.ClC=1C=C(OC2CCN(CC2)CCN)C=CC1Cl (2-[4-(3,4-Dichlorophenoxy)-1-piperidinyl]ethylamine trifluoroacetate). The solvent is CN(C)C=O (DMF), C(C)(=O)OCC (ethyl acetate), O (water), CCOCC (ether). Conditions: time 2 hour. The product is Cl.ClC=1C=C(C(=O)NCCN2CCC(CC2)OC2=CC(=C(C=C2)Cl)Cl)C=CC1 (3-Chloro-N-{2-[4-(3,4-dichlorophenoxy)-1-piperidinyl]ethyl}benzamide hydrochloride). Reaction SMILES: FC(F)(F)C(O)=O.[Cl:8][C:9]1[CH:10]=[C:11]([CH:22]=[CH:23][C:24]=1[Cl:25])[O:12][CH:13]1[CH2:18][CH2:17][N:16]([CH2:19][CH2:20][NH2:21])[CH2:15][CH2:14]1.C(N(CC)C(C)C)(C)C.[Cl:35][C:36]1[CH:37]=[C:38]([CH:42]=[CH:43][CH:44]=1)[C:39](Cl)=[O:40].Cl>CN(C=O)C.CCOCC.C(OCC)(=O)C.O>[ClH:8].[Cl:35][C:36]1[CH:37]=[C:38]([CH:42]=[CH:43][CH:44]=1)[C:39]([NH:21][CH2:20][CH2:19][N:16]1[CH2:15][CH2:14][CH:13]([O:12][C:11]2[CH:22]=[CH:23][C:24]([Cl:25])=[C:9]([Cl:8])[CH:10]=2)[CH2:18][CH2:17]1)=[O:40] |f:0.1,9.10|. Procedure details: The product of Example 1 step (iv) (0.15 g) was dissolved in DMF (3 ml), N,N-di-isopropylethylamine (0.3 ml) and 3-chlorobenzoyl chloride (0.054 ml) were added. After 2 hours at room temperature, water and ethyl acetate were added, the organic phase separated dried and concentrated. The residue was purified by chromatography (dichloromethane:methanol, 95:5) to give an oil which was dissolved in ether and 1.0M ethereal hydrogen chloride solution added to give the titled product as a solid (0.12 g... Starting materials: COC1=CC=C2C=CC(=CC2=C1)O (7-methoxy-β-naphthol), N(=O)[O-].[Na+] (sodium nitrite). The solvent is O (water), C(C)(=O)O (acetic acid), O (water), O (water). Conditions: time 2 hour. Product: N(=O)C1=C(C=CC2=CC=C(C=C12)OC)O (1-nitroso-7-methoxy-β-naphthol). Isolated yield 93.5%. Reaction SMILES: [CH3:1][O:2][C:3]1[CH:12]=[C:11]2[C:6]([CH:7]=[CH:8][C:9]([OH:13])=[CH:10]2)=[CH:5][CH:4]=1.[N:14]([O-])=[O:15].[Na+]>C(O)(=O)C.O>[N:14]([C:10]1[C:11]2[C:6](=[CH:5][CH:4]=[C:3]([O:2][CH3:1])[CH:12]=2)[CH:7]=[CH:8][C:9]=1[OH:13])=[O:15] |f:1.2|. Procedure: 110.2 g (0.633 mol) of 7-methoxy-β-naphthol were nitrosated in a mixture of 650 ml of glacial acetic acid and 65 ml of water at 0° C. in the course of two hours using a solution of 45.0 g (0.65 mol) of sodium nitrite in 340 ml of water. Stirring was continued for a further two hours and in this time the temperature of the reaction mixture was allowed to rise to 22° C. Then the volume was made up to 1.6 l with water and the precipitated product was filtered off by suction. After drying, 120.3 g (... Procedure: Solid NaBH(OAc)3 (90 mg, 0.42 mmol) was added to a THF solution (1.5 mL) of tert-butyl 3-(5-(2-formylphenyl)picolinamido)propanoate (100 mg, 0.28 mmol), 4′-chloro-[1,1′-biphenyl]-4-amine (86 mg, 0.42 mmol), and AcOH (16 μL, 0.28 mmol) and the resulting mixture was stirred at room temperature. After 16 h the resulting mixture diluted with EtOAc washed with water and brine, dried (Na2SO4), dry-packed onto silica gel and purified via column chromatography to yield the title compound. The product is ClC1=CC=C(C=C1)C1=CC=C(C=C1)NCC1=C(C=CC=C1)C=1C=CC(=NC1)C(=O)NCCC(=O)OC(C)(C)C (tert-butyl 3-(5-(2-(((4′-chloro-[1,1′-biphenyl]-4-yl)amino)methyl)phenyl)picolinamido)propanoate). Reaction SMILES: [BH-](OC(C)=O)(OC(C)=O)OC(C)=O.[Na+].[CH:15]([C:17]1[CH:22]=[CH:21][CH:20]=[CH:19][C:18]=1[C:23]1[CH:24]=[CH:25][C:26]([C:29]([NH:31][CH2:32][CH2:33][C:34]([O:36][C:37]([CH3:40])([CH3:39])[CH3:38])=[O:35])=[O:30])=[N:27][CH:28]=1)=O.[Cl:41][C:42]1[CH:47]=[CH:46][C:45]([C:48]2[CH:53]=[CH:52][C:51]([NH2:54])=[CH:50][CH:49]=2)=[CH:44][CH:43]=1.CC(O)=O>CCOC(C)=O.C1COCC1>[Cl:41][C:42]1[CH:43]=[CH:44][C:45]([C:48]2[CH:53]=[CH:52][C:51]([NH:54][CH2:15][C:17]3[CH:22]=[CH:21][CH:20]=[CH:19][C:18]=3[C:23]3[CH:24]=[CH:25][C:26]([C:29]([NH:31][CH2:32][CH2:33][C:34]([O:36][C:37]([CH3:40])([CH3:39])[CH3:38])=[O:35])=[O:30])=[N:27][CH:28]=3)=[CH:50][CH:49]=2)=[CH:46][CH:47]=1 |f:0.1|. The reactants are [BH-](OC(=O)C)(OC(=O)C)OC(=O)C.[Na+] (NaBH(OAc)3), C(=O)C1=C(C=CC=C1)C=1C=CC(=NC1)C(=O)NCCC(=O)OC(C)(C)C (tert-butyl 3-(5-(2-formylphenyl)picolinamido)propanoate), ClC1=CC=C(C=C1)C1=CC=C(C=C1)N (4′-chloro-[1,1′-biphenyl]-4-amine), CC(=O)O (AcOH). Run in CCOC(=O)C (EtOAc), C1CCOC1 (THF).